This data is from the Open Reaction Database (ORD), a public repository of structured organic reaction records. The task is: describe an organic reaction: reactants, conditions, products, and yield Starting materials: COC1=C(C(=O)C2=CC=C(C(=O)N3CC4=C(CC3)C=CO4)C=C2)C=CC=C1 (6-[4-(2-methoxybenzoyl)benzoyl]-4,5,6,7-tetrahydrofuro[2,3-c]pyridine), CNC (dimethylamine), C=O (formaldehyde). The solvent is C(C)(=O)O (acetic acid). Reaction conditions: temperature 100 celsius, time 60 minute. Yields the product CN(C)CC1=CC2=C(CN(CC2)C(C2=CC=C(C=C2)C(C2=C(C=CC=C2)OC)=O)=O)O1 (N,N-dimethyl-[6-[4-(2-methoxybenzoyl)benzoyl]-4,5,6,7-tetrahydrofuro[2,3-c]pyridin-2-ylmethyl]amine). As a reaction SMILES: [CH3:1][O:2][C:3]1[CH:27]=[CH:26][CH:25]=[CH:24][C:4]=1[C:5]([C:7]1[CH:23]=[CH:22][C:10]([C:11]([N:13]2[CH2:18][CH2:17][C:16]3[CH:19]=[CH:20][O:21][C:15]=3[CH2:14]2)=[O:12])=[CH:9][CH:8]=1)=[O:6].[CH3:28][NH:29][CH3:30].[CH2:31]=O>C(O)(=O)C>[CH3:28][N:29]([CH2:31][C:20]1[O:21][C:15]2[CH2:14][N:13]([C:11](=[O:12])[C:10]3[CH:22]=[CH:23][C:7]([C:5](=[O:6])[C:4]4[CH:24]=[CH:25][CH:26]=[CH:27][C:3]=4[O:2][CH3:1])=[CH:8][CH:9]=3)[CH2:18][CH2:17][C:16]=2[CH:19]=1)[CH3:30]. Procedure: To a solution of 0.320 g (0.885 mmol) of 6-[4-(2-methoxybenzoyl)benzoyl]-4,5,6,7-tetrahydrofuro[2,3-c]pyridine in 10 ml of acetic acid, 0.120 ml (1.33 mmol) of 50% aqueous dimethylamine and 0.108 ml (1.33 mmol) of 37% aqueous formaldehyde were added, followed by stirring at 100° C. for 60 minutes. After the solvent was distilled off under reduced pressure, the residual solution was alkalified with 5% aqueous sodium hydrogen carbonate and extracted with dichloromethane 2 times. The combined organ... The reactants are [OH-].[Na+] (NaOH), BrC1=C(CN2C(NN=C(C2=O)C)=S)C=C(C=C1)F (4-(2-bromo-5-fluorobenzyl)-6-methyl-3-thioxo-3,4-dihydro-1,2,4-triazin-5(2H)-one), CI (MeI). Solvent: O (water), C(C)O (ethanol). Run at time 10 minute. The product is BrC1=C(CN2C(=NN=C(C2=O)C)SC)C=C(C=C1)F (4-(2-bromo-5-fluorobenzyl)-6-methyl-3-(methylthio)-1,2,4-triazin-5(4H)-one). Reaction SMILES: [Br:1][C:2]1[CH:17]=[CH:16][C:15]([F:18])=[CH:14][C:3]=1[CH2:4][N:5]1[C:10](=[O:11])[C:9]([CH3:12])=[N:8][NH:7][C:6]1=[S:13].[OH-].[Na+].[CH3:21]I>C(O)C.O>[Br:1][C:2]1[CH:17]=[CH:16][C:15]([F:18])=[CH:14][C:3]=1[CH2:4][N:5]1[C:10](=[O:11])[C:9]([CH3:12])=[N:8][N:7]=[C:6]1[S:13][CH3:21] |f:1.2|. Procedure details: To a suspension of 4-(2-bromo-5-fluorobenzyl)-6-methyl-3-thioxo-3,4-dihydro-1,2,4-triazin-5(2H)-one (16, 914 mg, 2.77 mmol) in ethanol (15 mL) was added NaOH (111 mg, 2.77 mmol) followed by MeI (787 mg, 5.54 mmol). The mixture was stirred at RT for 10 min to produce a clear yellow solution. The reaction was diluted with water (100 mL), and extracted with EtOAc (30 mL×2). The extracts were washed with brine, dried over MgSO4 and concentrated to give the crude product. This was purified by silica ... Reactants: C([O-])([O-])=O.[Li+].[Li+] (lithium carbonate), C(C)[C@]1([C@@H](NCC1)C(C)C)O ((2S,3S)-3-ethyl-2-isopropylpyrrolidin-3-ol), FC1=C(C#N)C(=CC(=C1)F)F (2,4,6-trifluorobenzonitrile). Product: C(C)[C@]1([C@@H](N(CC1)C1=CC(=C(C#N)C(=C1)F)F)C(C)C)O (4-[(2S,3S)-3-ethyl-3-hydroxy-2-isopropylpyrrolidin-1-yl]-2,6-difluorobenzonitrile), oil. Yield: 49.0%. RXN SMILES: [CH2:1]([C@:3]1([OH:11])[CH2:7][CH2:6][NH:5][C@H:4]1[CH:8]([CH3:10])[CH3:9])[CH3:2].[F:12][C:13]1[CH:20]=[C:19](F)[CH:18]=[C:17]([F:22])[C:14]=1[C:15]#[N:16].C(=O)([O-])[O-].[Li+].[Li+]>>[CH2:1]([C@:3]1([OH:11])[CH2:7][CH2:6][N:5]([C:19]2[CH:20]=[C:13]([F:12])[C:14]([C:15]#[N:16])=[C:17]([F:22])[CH:18]=2)[C@H:4]1[CH:8]([CH3:10])[CH3:9])[CH3:2] |f:2.3.4|. Procedure: By an operation in the same manner as in Example 1 and using (2S,3S)-3-ethyl-2-isopropylpyrrolidin-3-ol 0.5 oxalate (203 mg), 2,4,6-trifluorobenzonitrile (157 mg) and lithium carbonate (163 mg), the title compound was obtained as colorless oil (yield: 143 mg, yield: 49%). The reactants are CN(C)C=O, Cc1ccc2cc(CCl)ccc2c1, [Na+], [Na+], O=C([O-])[O-], c1ccc(N2CCNCC2)nc1. Yields the product Cc1ccc2cc(CN3CCN(c4ccccn4)CC3)ccc2c1. RXN SMILES: [CH3:32][N:33]([CH3:34])[CH:35]=[O:36].[Cl:1][CH2:2][c:3]1[cH:4][c:5]2[cH:6][cH:7][c:8]([CH3:13])[cH:9][c:10]2[cH:11][cH:12]1.[Na+:14].[Na+:15].[O-:16][C:17](=[O:18])[O-:19].[n:20]1[c:21]([N:26]2[CH2:27][CH2:28][NH:29][CH2:30][CH2:31]2)[cH:22][cH:23][cH:24][cH:25]1>>[CH2:2]([c:3]1[cH:4][c:5]2[cH:6][cH:7][c:8]([CH3:13])[cH:9][c:10]2[cH:11][cH:12]1)[N:29]1[CH2:28][CH2:27][N:26]([c:21]2[n:20][cH:25][cH:24][cH:23][cH:22]2)[CH2:31][CH2:30]1. The reactants are C(C1=CC=CC=C1)=O (benzaldehyde), NCC1=CC(=NO1)C1=NC=CC=C1 (5-aminomethyl-3-(pyrid-2-yl)isoxazole). Run in C(Cl)Cl (DCM). Conditions: time 20 hour. The product is N1=C(C=CC=C1)C1=NOC(=C1)C/N=C/C1=CC=CC=C1 ([3-(Pyridin-2-yl)isoxazol-5-yl]methyl[(1E)-phenylmethylene]amine). The yield is 97.7%. Reaction SMILES: [CH:1](=O)[C:2]1[CH:7]=[CH:6][CH:5]=[CH:4][CH:3]=1.[NH2:9][CH2:10][C:11]1[O:15][N:14]=[C:13]([C:16]2[CH:21]=[CH:20][CH:19]=[CH:18][N:17]=2)[CH:12]=1>C(Cl)Cl>[N:17]1[CH:18]=[CH:19][CH:20]=[CH:21][C:16]=1[C:13]1[CH:12]=[C:11]([CH2:10]/[N:9]=[CH:1]/[C:2]2[CH:7]=[CH:6][CH:5]=[CH:4][CH:3]=2)[O:15][N:14]=1. Procedure: Freshly distilled benzaldehyde (373 mg, 3.5 mmol) was added to a solution of 5-aminomethyl-3-(pyrid-2-yl)isoxazole (Method 70 of WO 03/048133) (0.614 mg, 3.5 mmol) in dry DCM (18 ml). 4 Å molecular sieve (1.75 g) was then added and the mixture stirred gently under nitrogen for 20 hours. The molecular sieve was removed by filtration and the filtrate evaporated. The residue was dissolved in toluene and the solution concentrated by evaporation. The product crystallised and was collected by filtrati... Product: C(C)C1=C(CNC=2C=3N(C=C(C2)C(=O)NCCOC(CCC(=O)O)=O)C(=C(N3)C)C)C(=CC=C1)C (4-(2-(((8-(2-ethyl-6-methylbenzylamino)-2,3-dimethylimidazo[1,2-a]pyridin-6-yl)carbonyl)amino)ethoxy)-4-oxobutanoic acid). The solvent is CC(=O)C (acetone). Reported procedure: 2,3 dimethyl-8-(2-ethyl-6-methylbenzylamino)-N-hydroxyethyl-imidazo[1,2-a]pyridine-6-carboxamide (250 mg, 0.263 mmol) and succinic anhydride (100 mg, 1.00 mmol) were added to 7 ml of acetone. The mixture was refluxed for 48 h. The presiptated product was filtered off and washed with acetone and ether to give 288 mg (91%) of the title compound. The yield is 227.9%. RXN SMILES: [CH3:1][C:2]1[N:3]=[C:4]2[C:9]([NH:10][CH2:11][C:12]3[C:17]([CH3:18])=[CH:16][CH:15]=[CH:14][C:13]=3[CH2:19][CH3:20])=[CH:8][C:7]([C:21]([NH:23][CH2:24][CH2:25][OH:26])=[O:22])=[CH:6][N:5]2[C:27]=1[CH3:28].[C:29]1(=[O:35])[O:34][C:32](=[O:33])[CH2:31][CH2:30]1>CC(C)=O>[CH2:19]([C:13]1[CH:14]=[CH:15][CH:16]=[C:17]([CH3:18])[C:12]=1[CH2:11][NH:10][C:9]1[C:4]2[N:5]([C:27]([CH3:28])=[C:2]([CH3:1])[N:3]=2)[CH:6]=[C:7]([C:21]([NH:23][CH2:24][CH2:25][O:26][C:29](=[O:35])[CH2:30][CH2:31][C:32]([OH:34])=[O:33])=[O:22])[CH:8]=1)[CH3:20]. The reactants are CC=1N=C2N(C=C(C=C2NCC2=C(C=CC=C2C)CC)C(=O)NCCO)C1C (2,3 dimethyl-8-(2-ethyl-6-methylbenzylamino)-N-hydroxyethyl-imidazo[1,2-a]pyridine-6-carboxamide), C1(CCC(=O)O1)=O (succinic anhydride).